The task is: describe an organic reaction: reactants, conditions, products, and yield. This data is from the Open Reaction Database (ORD), a public repository of structured organic reaction records. Reactants: CC(C)(C)Oc1nccnc1CN1CCC(C(=O)Cc2ccccc2Br)CC1, [C-]#N, [C-]#N, CCOC(C)=O, CN(C)C=O, [Na+], [OH-], [Zn+2], c1ccc(P(c2ccccc2)(c2ccccc2)[Pd](P(c2ccccc2)(c2ccccc2)c2ccccc2)(P(c2ccccc2)(c2ccccc2)c2ccccc2)P(c2ccccc2)(c2ccccc2)c2ccccc2)cc1. The product is CC(C)(C)Oc1nccnc1CN1CCC(C(=O)Cc2ccccc2C#N)CC1. As a reaction SMILES: [Br:1][c:2]1[c:3]([CH2:8][C:9](=[O:10])[CH:11]2[CH2:12][CH2:13][N:14]([CH2:17][c:18]3[n:19][cH:20][cH:21][n:22][c:23]3[O:24][C:25]([CH3:26])([CH3:27])[CH3:28])[CH2:15][CH2:16]2)[cH:4][cH:5][cH:6][cH:7]1.[C-:42]#[N:43].[C-:45]#[N:46].[CH3:31][CH2:32][O:33][C:34](=[O:35])[CH3:36].[CH3:37][N:38]([CH3:39])[CH:40]=[O:41].[Na+:30].[OH-:29].[Zn+2:44].[cH:47]1[cH:48][cH:49][c:50]([P:51]([Pd:52]([P:53]([c:54]2[cH:55][cH:56][cH:57][cH:58][cH:59]2)([c:60]2[cH:61][cH:62][cH:63][cH:64][cH:65]2)[c:66]2[cH:67][cH:68][cH:69][cH:70][cH:71]2)([P:72]([c:73]2[cH:74][cH:75][cH:76][cH:77][cH:78]2)([c:79]2[cH:80][cH:81][cH:82][cH:83][cH:84]2)[c:85]2[cH:86][cH:87][cH:88][cH:89][cH:90]2)[P:91]([c:92]2[cH:93][cH:94][cH:95][cH:96][cH:97]2)([c:98]2[cH:99][cH:100][cH:101][cH:102][cH:103]2)[c:104]2[cH:105][cH:106][cH:107][cH:108][cH:109]2)([c:110]2[cH:111][cH:112][cH:113][cH:114][cH:115]2)[c:116]2[cH:117][cH:118][cH:119][cH:120][cH:121]2)[cH:122][cH:123]1>>[c:2]1([C:37]#[N:38])[c:3]([CH2:8][C:9](=[O:10])[CH:11]2[CH2:12][CH2:13][N:14]([CH2:17][c:18]3[n:19][cH:20][cH:21][n:22][c:23]3[O:24][C:25]([CH3:26])([CH3:27])[CH3:28])[CH2:15][CH2:16]2)[cH:4][cH:5][cH:6][cH:7]1. The reactants are CC(=O)O, CC(O)(c1ccc(F)cc1)c1nccs1, I, [Na+], [OH-], OP(O)P(O)O. The product is CC(c1ccc(F)cc1)c1nccs1. Reaction SMILES: [CH3:25][C:26](=[O:27])[OH:28].[F:8][c:9]1[cH:10][cH:11][c:12]([C:15]([CH3:16])([OH:17])[c:18]2[s:19][cH:20][cH:21][n:22]2)[cH:13][cH:14]1.[I:1].[Na+:24].[OH-:23].[P:2]([P:3]([OH:4])[OH:5])([OH:6])[OH:7]>>[F:8][c:9]1[cH:10][cH:11][c:12]([CH:15]([CH3:16])[c:18]2[s:19][cH:20][cH:21][n:22]2)[cH:13][cH:14]1. The reactants are CCCCC(CN)c1ccc2c(c1)OCO2, CCCCCC, CC(C)c1cccc(C(C)C)c1N=C=O. Product: CCCCC(CNC(=O)Nc1c(C(C)C)cccc1C(C)C)c1ccc2c(c1)OCO2. Reaction SMILES: [CH2:1]1[O:2][c:3]2[cH:4][c:5]([CH:10]([CH2:11][NH2:12])[CH2:13][CH2:14][CH2:15][CH3:16])[cH:6][cH:7][c:8]2[O:9]1.[CH3:32][CH2:33][CH2:34][CH2:35][CH2:36][CH3:37].[CH:17]([CH3:18])([CH3:19])[c:20]1[c:21]([N:29]=[C:30]=[O:31])[c:22]([CH:26]([CH3:27])[CH3:28])[cH:23][cH:24][cH:25]1>>[CH2:1]1[O:2][c:3]2[cH:4][c:5]([CH:10]([CH2:11][NH:12][C:30]([NH:29][c:21]3[c:20]([CH:17]([CH3:18])[CH3:19])[cH:25][cH:24][cH:23][c:22]3[CH:26]([CH3:27])[CH3:28])=[O:31])[CH2:13][CH2:14][CH2:15][CH3:16])[cH:6][cH:7][c:8]2[O:9]1. Reactants: C(=O)C1=CC=C(C=C1)B(O)O (4-formylphenylboronic acid), N1(C=NC=C1)CC=1C=CC(=NC1)Br (5-Imidazol-1-ylmethyl-2-bromopyridine). As a reaction SMILES: [CH:1]([C:3]1[CH:8]=[CH:7][C:6](B(O)O)=[CH:5][CH:4]=1)=[O:2].[N:12]1([CH2:17][C:18]2[CH:19]=[CH:20][C:21](Br)=[N:22][CH:23]=2)[CH:16]=[CH:15][N:14]=[CH:13]1>>[N:12]1([CH2:17][C:18]2[CH:19]=[CH:20][C:21]([C:6]3[CH:7]=[CH:8][C:3]([CH:1]=[O:2])=[CH:4][CH:5]=3)=[N:22][CH:23]=2)[CH:16]=[CH:15][N:14]=[CH:13]1. Reported procedure: Synthesized using 4-formylphenylboronic acid (252 mg, 1.68 mmol) and 1a (200 mg, 0.84 mmol) according to Method C. Brown solid. Yield: 150 mg, 0.57 mmol, 68%. 1H NMR (CDCl3, 500 MHz): δH (ppm): 5.21 (s, 2H), 6.94 (t, J=1.3 Hz, 1H), 7.14 (t, J=0.9 Hz, 1H), 7.53 (dd, J=8.2, 2.0 Hz, 1H), 7.60 (brs, 1H), 7.79 (dd, J=8.2, 0.6 Hz, 1H), 7.98 (d, J=8.4 Hz, 2H), 8.16 (d, J=8.4 Hz, 2H), 8.63 (d, J=2.0 Hz, 1H), 10.08 (s, 1H); 13C NMR (CDCl3, 125 MHz): δC (ppm)=48.0, 119.0, 121.2, 127.5, 130.2, 130.5, 131.3... The product is N1(C=NC=C1)CC=1C=CC(=NC1)C1=CC=C(C=O)C=C1 (4-(5-Imidazol-1-ylmethyl-pyridin-2-yl)-benzaldehyde).